From a dataset of the Open Reaction Database (ORD), a public repository of structured organic reaction records. describe an organic reaction: reactants, conditions, products, and yield Starting materials: Cl (HCl), CCN(C(C)C)C(C)C (DIPEA), ClCC1=CC=C(C(=O)Cl)C=C1 (4-(chloromethyl)benzoyl chloride), CN (methylamine). Run in ClCCl (dichloromethane). Reaction conditions: time 1 hour. Product: ClCC1=CC=C(C(=O)NC)C=C1 (4-(chloromethyl)-N-methylbenzamide). Isolated yield 102.9%. RXN SMILES: [Cl:1][CH2:2][C:3]1[CH:11]=[CH:10][C:6]([C:7](Cl)=[O:8])=[CH:5][CH:4]=1.CN.Cl.C[CH2:16][N:17](C(C)C)C(C)C>ClCCl>[Cl:1][CH2:2][C:3]1[CH:11]=[CH:10][C:6]([C:7]([NH:17][CH3:16])=[O:8])=[CH:5][CH:4]=1. Procedure details: To a solution 4-(chloromethyl)benzoyl chloride (1.0 g, 5.29 mmol) and methylamine.HCl (1.0 g, 5.80 mmol) in dichloromethane (40 mL) was added DIPEA (2.01 g, 15.6 mmol) at 0° C. and stirred for 1 h. The reaction mixture was extracted with water (1×50 mL). The organic layer was extracted with brine (1×50 mL), dried over Na2SO4 and the solvent was removed under reduced pressure to afford 1.0 g (quantitative) of 4-(chloromethyl)-N-methylbenzamide (I-30) as an off white solid. 1H NMR (400 MHz, DMSO) ...